From a dataset of the Open Reaction Database (ORD), a public repository of structured organic reaction records. describe an organic reaction: reactants, conditions, products, and yield The reactants are S(=O)(Cl)Cl (Thionyl chloride), S1C(=CC=C1)CCCO (3-(2-thienyl)propanol). Run in C1CCOC1 (THF). Reaction conditions: temperature 50 celsius, time 2 hour. The product is ClCCCC=1SC=CC1 (2-(3-Chloropropyl)thiophene). Reaction SMILES: S(Cl)([Cl:3])=O.[S:5]1[CH:9]=[CH:8][CH:7]=[C:6]1[CH2:10][CH2:11][CH2:12]O>C1COCC1>[Cl:3][CH2:12][CH2:11][CH2:10][C:6]1[S:5][CH:9]=[CH:8][CH:7]=1. Reported procedure: Thionyl chloride (420 μL, 5.7 mmol) was added to a solution of 3-(2-thienyl)propanol (682.0 mg, 4.8 mmol) in THF (3 mL) at room temperature. The reaction mixture was stirred at 50° C. for 2 hours and then concentrated to dryness to afford the title compound as a brown oil. The product was used in the next step without further purification. Starting materials: C(C)(C)(C)OC(=O)N[C@@H](C)C(=O)N[C@H](CCC(=O)N[C@@H](CCCCN)C(=O)O)C(N)=O (Nα -(t-butyloxycarbonyl-alanyl-D-isoglutaminyl)lysine), N-hydroxy-5-norbornene-2,3-dicarboxyimide, C(CCCCC)(=O)O (hexanoic acid). The product is C(C)(C)(C)OC(=O)N[C@@H](C)C(=O)N[C@H](CCC(=O)N[C@@H](CCCCNC(CCCCC)=O)C(=O)O)C(N)=O (Nα -(t-butyloxycarbonyl-alanyl-D-isoglutaminyl)-Nε -hexanoyl-lysine). Reaction SMILES: [C:1]([O:5][C:6]([NH:8][C@H:9]([C:11]([NH:13][C@@H:14]([C:29](=[O:31])[NH2:30])[CH2:15][CH2:16][C:17]([NH:19][C@H:20]([C:26]([OH:28])=[O:27])[CH2:21][CH2:22][CH2:23][CH2:24][NH2:25])=[O:18])=[O:12])[CH3:10])=[O:7])([CH3:4])([CH3:3])[CH3:2].[C:32](O)(=[O:38])[CH2:33][CH2:34][CH2:35][CH2:36][CH3:37]>>[C:1]([O:5][C:6]([NH:8][C@H:9]([C:11]([NH:13][C@@H:14]([C:29](=[O:31])[NH2:30])[CH2:15][CH2:16][C:17]([NH:19][C@H:20]([C:26]([OH:28])=[O:27])[CH2:21][CH2:22][CH2:23][CH2:24][NH:25][C:32](=[O:38])[CH2:33][CH2:34][CH2:35][CH2:36][CH3:37])=[O:18])=[O:12])[CH3:10])=[O:7])([CH3:2])([CH3:3])[CH3:4]. Procedure: In the same manner as described in Example 1-(2), 1.10 g of Nα -(t-butyloxycarbonyl-alanyl-D-isoglutaminyl)lysine and 0.69 g of an N-hydroxy-5-norbornene-2,3-dicarboxyimide active ester of hexanoic acid were reacted to obtain 1.17 g of Nα -(t-butyloxycarbonyl-alanyl-D-isoglutaminyl)-Nε -hexanoyl-lysine; melting point: 116° to 118° C. (decomp.); [α]D25 -12.1° (c 1.1, methanol). The reactants are O=C([O-])O, CC#N, Clc1cccnc1N1CCc2c(Cl)ncnc2C1, [I-], [Na+], [Na+], Nc1ccc2c(c1)OCCO2. Yields the product Clc1cccnc1N1CCc2c(ncnc2Nc2ccc3c(c2)OCCO3)C1. RXN SMILES: [C:32](=[O:33])([OH:34])[O-:35].[CH3:37][C:38]#[N:39].[Cl:1][c:2]1[c:3]2[c:4]([n:5][cH:6][n:7]1)[CH2:8][N:9]([c:12]1[n:13][cH:14][cH:15][cH:16][c:17]1[Cl:18])[CH2:10][CH2:11]2.[I-:31].[Na+:30].[Na+:36].[O:19]1[c:20]2[c:21]([cH:25][c:26]([NH2:29])[cH:27][cH:28]2)[O:22][CH2:23][CH2:24]1>>[c:2]1([NH:29][c:26]2[cH:25][c:21]3[c:20]([cH:28][cH:27]2)[O:19][CH2:24][CH2:23][O:22]3)[c:3]2[c:4]([n:5][cH:6][n:7]1)[CH2:8][N:9]([c:12]1[n:13][cH:14][cH:15][cH:16][c:17]1[Cl:18])[CH2:10][CH2:11]2. The reactants are C(CC)S(=O)(=O)CC(=O)O (n-propylsulfonylacetic acid), product, C(=O)=O (carbon dioxide), OC1CCNCC1 (4-hydroxypiperidine), C=O (formaldehyde). The solvent is O1CCOCC1 (dioxane), O1CCOCC1 (dioxane), O (water). Run at temperature 57 celsius, time 10 minute. Product: C(CC)S(=O)(=O)C(CN1CCC(CC1)O)=C (1-[2-(Propylsulfonyl)-2-propenyl]-4-piperidinol). Reaction SMILES: [CH2:1]([S:4]([CH2:7][C:8](O)=O)(=[O:6])=[O:5])[CH2:2][CH3:3].[OH:11][CH:12]1[CH2:17][CH2:16][NH:15][CH2:14][CH2:13]1.C=O.[C:20](=O)=O>O.O1CCOCC1>[CH2:1]([S:4]([C:7](=[CH2:8])[CH2:20][N:15]1[CH2:16][CH2:17][CH:12]([OH:11])[CH2:13][CH2:14]1)(=[O:5])=[O:6])[CH2:2][CH3:3]. Reported procedure: In a 1 l. 3-neck round bottom flask, under a nitrogen atmosphere, 13 g. (0.078 mole) of n-propylsulfonylacetic acid was dissolved in 75 ml. of dioxane. There was then added with good stirring a solution of 7.89 g. (0.078 mole) of 4-hydroxypiperidine in 75 ml. of dioxane and 5 ml. of water (obtained by warming to 40° C.). The almost clear solution was kept at 30° C. and over a 10 minute period 12.7 g. of a 37% aqueous formaldehyde solution (0.156 mole) was dripped in. After complete addition ther... Starting materials: BrC=1C=CC(=C(C1)NS(=O)(=O)C)C(=O)N1CCN(CC1)C1=NC=C(C=C1C)C1CC1 (N-{5-bromo-2-[4-(5-cyclopropyl-3-methylpyridin-2-yl)piperazine-1-carbonyl]phenyl}methanesulfonamide), C[C@H]1NC(OC1)=O ((R)-4-methyloxazolidin-2-one). Yields the product C1(CC1)C=1C=C(C(=NC1)N1CCN(CC1)C(=O)C1=C(C=C(C=C1)N1C(OC[C@H]1C)=O)NS(=O)(=O)C)C ((R)-3-{4-[4-(5-cyclopropyl-3-methylpyridin-2-yl)piperazine-1-carbonyl]-3-methanesulfonylaminophenyl}-4-methyloxazolidin-2-one). The yield is 14.0%. As a reaction SMILES: Br[C:2]1[CH:3]=[CH:4][C:5]([C:13]([N:15]2[CH2:20][CH2:19][N:18]([C:21]3[C:26]([CH3:27])=[CH:25][C:24]([CH:28]4[CH2:30][CH2:29]4)=[CH:23][N:22]=3)[CH2:17][CH2:16]2)=[O:14])=[C:6]([NH:8][S:9]([CH3:12])(=[O:11])=[O:10])[CH:7]=1.[CH3:31][C@@H:32]1[CH2:36][O:35][C:34](=[O:37])[NH:33]1>>[CH:28]1([C:24]2[CH:25]=[C:26]([CH3:27])[C:21]([N:18]3[CH2:19][CH2:20][N:15]([C:13]([C:5]4[CH:4]=[CH:3][C:2]([N:33]5[C@H:32]([CH3:31])[CH2:36][O:35][C:34]5=[O:37])=[CH:7][C:6]=4[NH:8][S:9]([CH3:12])(=[O:11])=[O:10])=[O:14])[CH2:16][CH2:17]3)=[N:22][CH:23]=2)[CH2:30][CH2:29]1. Procedure: By reaction and treatment in the same manner as in Example 1 and using N-{5-bromo-2-[4-(5-cyclopropyl-3-methylpyridin-2-yl)piperazine-1-carbonyl]phenyl}methanesulfonamide (247 mg) described in Preparation Example 124 and (R)-4-methyloxazolidin-2-one (50.6 mg) described in Preparation Example 25, the title compound (35.9 mg) was obtained. The reactants are O=C(Nc1cc(C(F)(F)F)cc(C(F)(F)F)c1)c1ccc(Cl)cc1O, O=C(Cl)N1CCOCC1. Product: O=C(Nc1cc(C(F)(F)F)cc(C(F)(F)F)c1)c1ccc(Cl)cc1OC(=O)N1CCOCC1. Reaction SMILES: [Cl:1][c:2]1[cH:3][c:4]([OH:25])[c:5]([C:6](=[O:7])[NH:8][c:9]2[cH:10][c:11]([C:19]([F:20])([F:21])[F:22])[cH:12][c:13]([C:15]([F:16])([F:17])[F:18])[cH:14]2)[cH:23][cH:24]1.[O:26]1[CH2:27][CH2:28][N:29]([C:32](=[O:33])[Cl:34])[CH2:30][CH2:31]1>>[Cl:1][c:2]1[cH:3][c:4]([O:25][C:32]([N:29]2[CH2:28][CH2:27][O:26][CH2:31][CH2:30]2)=[O:33])[c:5]([C:6](=[O:7])[NH:8][c:9]2[cH:10][c:11]([C:19]([F:20])([F:21])[F:22])[cH:12][c:13]([C:15]([F:16])([F:17])[F:18])[cH:14]2)[cH:23][cH:24]1. Reactants: CC(C)CC(C(=O)NN1C(=O)CNC1=O)C(CC=Cc1ccccc1)C(=O)OC(C)(C)C, ClCCl, O=C(O)C(F)(F)F. The product is CC(C)CC(C(=O)NN1C(=O)CNC1=O)C(CC=Cc1ccccc1)C(=O)O. As a reaction SMILES: [C:1]([CH3:2])([CH3:3])([CH3:4])[O:5][C:6](=[O:7])[CH:8]([CH2:9][CH:10]=[CH:11][c:12]1[cH:13][cH:14][cH:15][cH:16][cH:17]1)[CH:18]([C:19](=[O:20])[NH:21][N:22]1[C:23](=[O:28])[NH:24][CH2:25][C:26]1=[O:27])[CH2:29][CH:30]([CH3:31])[CH3:32].[Cl:40][CH2:41][Cl:42].[OH:33][C:34]([C:35]([F:36])([F:37])[F:38])=[O:39]>>[O:5]=[C:6]([OH:7])[CH:8]([CH2:9][CH:10]=[CH:11][c:12]1[cH:13][cH:14][cH:15][cH:16][cH:17]1)[CH:18]([C:19](=[O:20])[NH:21][N:22]1[C:23](=[O:28])[NH:24][CH2:25][C:26]1=[O:27])[CH2:29][CH:30]([CH3:31])[CH3:32].